The task is: describe an organic reaction: reactants, conditions, products, and yield. This data is from the Open Reaction Database (ORD), a public repository of structured organic reaction records. Reactants: ClCCl, CC(C)=O, CCOC(=O)CC(C)CCl, [I-], [Na+]. The product is CCOC(=O)CC(C)CI. RXN SMILES: [CH2:17]([Cl:18])[Cl:19].[CH3:11][C:12](=[O:13])[CH3:14].[Cl:1][CH2:2][CH:3]([CH2:4][C:5](=[O:6])[O:7][CH2:8][CH3:9])[CH3:10].[I-:16].[Na+:15]>>[CH2:2]([CH:3]([CH2:4][C:5](=[O:6])[O:7][CH2:8][CH3:9])[CH3:10])[I:16]. Reactants: C(CCC)NC1=NC=2N(C3=C1C(=NC1=C3C=NN1CC)C)N=C(C2)C (N-Butyl-8-ethyl-2,6-dimethyl-8H-pyrazolo[1,5-a]pyrazolo[4',3':5,6]pyrido[3,4-e]pyrimidin-5-amine), C(O)CN (ethanolamine), CN(CCCO)C (3-(dimethylamino)propanol). The product is NCCOC1=NC=2N(C3=C1C(=NC1=C3C=NN1CC)C)N=C(C2)C (5-(2-aminoethoxy)-2,6-dimethyl-8-ethyl-8H-pyrazolo[1,5-a]pyrazolo[4',3':5,6]pyrido[3,4-e]pyrimidine). Reaction SMILES: C(N[C:6]1[C:11]2[C:12]([CH3:21])=[N:13][C:14]3[N:18]([CH2:19][CH3:20])[N:17]=[CH:16][C:15]=3[C:10]=2[N:9]2[N:22]=[C:23]([CH3:25])[CH:24]=[C:8]2[N:7]=1)CCC.[CH2:26]([CH2:28][NH2:29])[OH:27].CN(C)CCCO>>[NH2:29][CH2:28][CH2:26][O:27][C:6]1[C:11]2[C:12]([CH3:21])=[N:13][C:14]3[N:18]([CH2:19][CH3:20])[N:17]=[CH:16][C:15]=3[C:10]=2[N:9]2[N:22]=[C:23]([CH3:25])[CH:24]=[C:8]2[N:7]=1. Procedure details: By substituting the 5-chloro-2,6-dimethyl-8-ethyl-8H pyrazolo[1,5-a]pyrazolo[4',3':5,6]pyrido[3,4-e]pyrimidine obtained in Example 37 in the procedure of Example 21 and substituting ethanolamine for the 3-(dimethylamino)propanol, 5-(2-aminoethoxy)-2,6-dimethyl-8-ethyl-8H-pyrazolo[1,5-a]pyrazolo[4',3':5,6]pyrido[3,4-e]pyrimidine is obtained. Reactants: COC1=NC=CC=C1CN1C(CCCC1)CCC(=O)OCC (ethyl 3-[1-[(2-methoxy-3-pyridyl)methyl]-2-piperidyl]propanoate), [OH-].[Na+] (sodium hydroxide), Cl (hydrochloric acid). The solvent is CO (methanol). Reaction conditions: time 3 hour. The product is C(C#C)N(C(CCC1N(CCCC1)CC=1C(=NC=CC1)OC)=O)CC#C (N1,N1-Di(2-propynyl)-3-[1-[(2-methoxy-3-pyridyl)methyl]-2-piperidyl]propanamide). The yield is 104.0%. As a reaction SMILES: [CH3:1][O:2][C:3]1[C:8]([CH2:9][N:10]2[CH2:15][CH2:14][CH2:13][CH2:12][CH:11]2[CH2:16][CH2:17][C:18]([O:20]CC)=O)=[CH:7][CH:6]=[CH:5][N:4]=1.[OH-].[Na+].Cl>CO>[CH2:3]([N:4]([CH2:5][C:6]#[CH:7])[C:18](=[O:20])[CH2:17][CH2:16][CH:11]1[CH2:12][CH2:13][CH2:14][CH2:15][N:10]1[CH2:9][C:8]1[C:3]([O:2][CH3:1])=[N:4][CH:5]=[CH:6][CH:7]=1)[C:8]#[CH:9] |f:1.2|. Procedure: 500 mg of ethyl 3-[1-[(2-methoxy-3-pyridyl)methyl]-2-piperidyl]propanoate, 2 ml of a 2N aqueous sodium hydroxide and 2 ml of methanol were stirred at 60° C. for 2 hours. After cooling to room temperature, 4 ml of a 1N aqueous hydrochloric acid was added thereto and the solvent was evaporated. Ethanol was added to the residue, the insoluble matters were filtered off and the solvent was evaporated. The resulting oil (500 mg), 170 mg of dipropargylamine, 450 mg of WSC and 240 mg of HOBt were dissol... Reactants: Br, COc1ccccc1Cc1n[nH]c2c1c(=O)n(-c1ccccc1)c1ncccc21, CC(=O)O, O. Yields the product O=c1c2c(Cc3ccccc3O)n[nH]c2c2cccnc2n1-c1ccccc1. RXN SMILES: [BrH:30].[CH3:1][O:2][c:3]1[c:4]([CH2:5][c:6]2[n:7][nH:8][c:9]3[c:10]2[c:11](=[O:25])[n:12](-[c:19]2[cH:20][cH:21][cH:22][cH:23][cH:24]2)[c:13]2[n:14][cH:15][cH:16][cH:17][c:18]32)[cH:26][cH:27][cH:28][cH:29]1.[CH3:32][C:33](=[O:34])[OH:35].[OH2:31]>>[OH:2][c:3]1[c:4]([CH2:5][c:6]2[n:7][nH:8][c:9]3[c:10]2[c:11](=[O:25])[n:12](-[c:19]2[cH:20][cH:21][cH:22][cH:23][cH:24]2)[c:13]2[n:14][cH:15][cH:16][cH:17][c:18]32)[cH:26][cH:27][cH:28][cH:29]1. Starting materials: CC(C)OC(C)C, Cc1ccc(S(=O)(=O)n2ccc3c(-c4c(-c5ccc(F)cc5)nc5ccc(Cl)nn45)ccnc32)cc1, C1CCN(C2CCNCC2)C1. Product: Cc1ccc(S(=O)(=O)n2ccc3c(-c4c(-c5ccc(F)cc5)nc5ccc(N6CCC(N7CCCC7)CC6)nn45)ccnc32)cc1. As a reaction SMILES: [CH:48]([O:49][CH:50]([CH3:51])[CH3:52])([CH3:53])[CH3:54].[Cl:1][c:2]1[cH:3][cH:4][c:5]2[n:6]([n:7]1)[c:8](-[c:18]1[c:19]3[c:20]([n:21][cH:22][cH:23]1)[n:24]([S:27](=[O:28])(=[O:29])[c:30]1[cH:31][cH:32][c:33]([CH3:36])[cH:34][cH:35]1)[cH:25][cH:26]3)[c:9](-[c:11]1[cH:12][cH:13][c:14]([F:17])[cH:15][cH:16]1)[n:10]2.[N:37]1([CH:42]2[CH2:43][CH2:44][NH:45][CH2:46][CH2:47]2)[CH2:38][CH2:39][CH2:40][CH2:41]1>>[c:2]1([N:45]2[CH2:44][CH2:43][CH:42]([N:37]3[CH2:38][CH2:39][CH2:40][CH2:41]3)[CH2:47][CH2:46]2)[cH:3][cH:4][c:5]2[n:6]([n:7]1)[c:8](-[c:18]1[c:19]3[c:20]([n:21][cH:22][cH:23]1)[n:24]([S:27](=[O:28])(=[O:29])[c:30]1[cH:31][cH:32][c:33]([CH3:36])[cH:34][cH:35]1)[cH:25][cH:26]3)[c:9](-[c:11]1[cH:12][cH:13][c:14]([F:17])[cH:15][cH:16]1)[n:10]2. RXN SMILES: [C:1](#[N:2])[CH2:3][c:4]1[cH:5][cH:6][c:7]2[cH:8][cH:9][n:10]([CH2:13][c:14]3[cH:15][c:16]([CH:20]=[CH:21][c:22]4[n:23][c:24]5[cH:25][c:26]([Cl:32])[cH:27][cH:28][c:29]5[cH:30][cH:31]4)[cH:17][cH:18][cH:19]3)[c:11]2[cH:12]1.[CH2:38]([N+:39]([CH2:40][CH3:41])([CH2:42][CH3:43])[CH2:44][CH3:45])[c:46]1[cH:47][cH:48][cH:49][cH:50][cH:51]1.[CH3:33][I:34].[Cl-:37].[Cl:52][CH2:53][Cl:54].[Na+:36].[OH-:35].[OH2:55]>>[C:1](#[N:2])[CH:3]([c:4]1[cH:5][cH:6][c:7]2[cH:8][cH:9][n:10]([CH2:13][c:14]3[cH:15][c:16]([CH:20]=[CH:21][c:22]4[n:23][c:24]5[cH:25][c:26]([Cl:32])[cH:27][cH:28][c:29]5[cH:30][cH:31]4)[cH:17][cH:18][cH:19]3)[c:11]2[cH:12]1)[CH3:33]. The reactants are N#CCc1ccc2ccn(Cc3cccc(C=Cc4ccc5ccc(Cl)cc5n4)c3)c2c1, CC[N+](CC)(CC)Cc1ccccc1, CI, [Cl-], ClCCl, [Na+], [OH-], O. The product is CC(C#N)c1ccc2ccn(Cc3cccc(C=Cc4ccc5ccc(Cl)cc5n4)c3)c2c1. Reactants: [Br-].[Br-].[Br-].C1(=CC=CC=C1)[N+](C)(C)C.C1(=CC=CC=C1)[N+](C)(C)C.C1(=CC=CC=C1)[N+](C)(C)C (Phenyltrimethylammonium tribromide), ClC1=C(C=CC=2SC(=CC21)C(CC)=O)Cl (1-(4,5-dichlorobenzo[b]thiophen-2-yl)propan-1-one), [Br-].[Br-].[Br-].C1(=CC=CC=C1)[N+](C)(C)C.C1(=CC=CC=C1)[N+](C)(C)C.C1(=CC=CC=C1)[N+](C)(C)C (phenyltrimethylammonium tribromide). Solvent: O1CCCC1 (tetrahydrofuran). Reaction conditions: temperature 0 celsius, time 18 hour. The product is BrC(C(=O)C1=CC2=C(S1)C=CC(=C2Cl)Cl)C (2-bromo-1-(4,5-dichlorobenzo[b]thiophen-2-yl)propan-1-one). The yield is 193.0%. RXN SMILES: [Br-:1].[Br-].[Br-].C1([N+](C)(C)C)C=CC=CC=1.C1([N+](C)(C)C)C=CC=CC=1.C1([N+](C)(C)C)C=CC=CC=1.[Cl:34][C:35]1[C:43]2[CH:42]=[C:41]([C:44](=[O:47])[CH2:45][CH3:46])[S:40][C:39]=2[CH:38]=[CH:37][C:36]=1[Cl:48]>O1CCCC1>[Br:1][CH:45]([CH3:46])[C:44]([C:41]1[S:40][C:39]2[CH:38]=[CH:37][C:36]([Cl:48])=[C:35]([Cl:34])[C:43]=2[CH:42]=1)=[O:47] |f:0.1.2.3.4.5|. Procedure details: Phenyltrimethylammonium tribromide (1.58 g) was added in portions under nitrogen at 0° C. over 30 minutes to a stirred solution of 1-(4,5-dichlorobenzo[b]thiophen-2-yl)propan-1-one (1.09 g) in tetrahydrofuran (80 ml), then the mixture was stirred at 0° C. for 30 minutes, at ambient temperature for 18 hours and at reflux temperature for 5 hours. Further phenyltrimethylammonium tribromide (0.79 g) was added, the mixture was heated under reflux for 2 hours, then it was cooled to ambient temperature... Starting materials: COC1=NC2=CC=CC=C2C=C1NC(OC1=CC=CC=C1)=O (Phenyl N-(2-methoxyquinolin-3-yl)carbamate), FC=1C=C(C=C(C1)F)N1CCNCC1 (1-(3,5-difluorophenyl)piperazine). Yields the product COC1=NC2=CC=CC=C2C=C1NC(=O)N1CCN(CC1)C1=CC(=CC(=C1)F)F (1-[(2-Methoxyquinolin-3-yl)aminocarbonyl]-4-(3,5-difluorophenyl)piperazine). Isolated yield 78.0%. RXN SMILES: [CH3:1][O:2][C:3]1[C:12]([NH:13][C:14](=[O:22])OC2C=CC=CC=2)=[CH:11][C:10]2[C:5](=[CH:6][CH:7]=[CH:8][CH:9]=2)[N:4]=1.[F:23][C:24]1[CH:25]=[C:26]([N:31]2[CH2:36][CH2:35][NH:34][CH2:33][CH2:32]2)[CH:27]=[C:28]([F:30])[CH:29]=1>>[CH3:1][O:2][C:3]1[C:12]([NH:13][C:14]([N:34]2[CH2:33][CH2:32][N:31]([C:26]3[CH:25]=[C:24]([F:23])[CH:29]=[C:28]([F:30])[CH:27]=3)[CH2:36][CH2:35]2)=[O:22])=[CH:11][C:10]2[C:5](=[CH:6][CH:7]=[CH:8][CH:9]=2)[N:4]=1. Procedure details: Phenyl N-(2-methoxyquinolin-3-yl)carbamate and 1-(3,5-difluorophenyl)piperazine were reacted by the same way with the example 81 to obtain the titled compound. Starting materials: solution, O (water), C(C)(=O)N1CCC(CC1)C1=NNC2=CC(=CC=C12)F (3-(1-acetyl-4-piperidinyl)-6-fluoro-1H-indazole), [H-].[Al+3].[Li+].[H-].[H-].[H-] (lithium aluminum hydride). Procedure details: To a stirred suspension, under nitrogen, of 14.0 g of 3-(1-acetyl-4-piperidinyl)-6-fluoro-1H-indazole in 180 ml of tetrahydrofuran was added, dropwise, 55 ml of a 1M solution of lithium aluminum hydride in tetrahydrofuran. The reaction mixture was stirred under reflux for 1 hr and then stirred at ambient temperature for 15 hrs. The reaction mixture was cooled in an ice-salt bath and water was added slowly. The reaction mixture was filtered. The filter cake was washed with tetrahydrofuran and the... The product is C(C)N1CCC(CC1)C1=NNC2=CC(=CC=C12)F (3-(1-Ethyl-4-piperidinyl)-6-fluoro-1H-indazole). The solvent is O1CCCC1 (tetrahydrofuran), O1CCCC1 (tetrahydrofuran). Reaction SMILES: [C:1]([N:4]1[CH2:9][CH2:8][CH:7]([C:10]2[C:18]3[C:13](=[CH:14][C:15]([F:19])=[CH:16][CH:17]=3)[NH:12][N:11]=2)[CH2:6][CH2:5]1)(=O)[CH3:2].[H-].[Al+3].[Li+].[H-].[H-].[H-].O>O1CCCC1>[CH2:1]([N:4]1[CH2:9][CH2:8][CH:7]([C:10]2[C:18]3[C:13](=[CH:14][C:15]([F:19])=[CH:16][CH:17]=3)[NH:12][N:11]=2)[CH2:6][CH2:5]1)[CH3:2] |f:1.2.3.4.5.6|. Yield: 67.9%.